describe an organic reaction: reactants, conditions, products, and yield From a dataset of the Open Reaction Database (ORD), a public repository of structured organic reaction records. Starting materials: BrCCC1=CC=C(C=C1)Cl (1-(2-bromoethyl)-4-chlorobenzene), Cl.ClC1=C(C=CC=C1)NN (2-chlorophenylhydrazine hydrochloride), CN1CCC(CC1)=O (N-methyl-4-piperidone). Run in C(C)N(CC)CC (triethylamine). Yields the product ClC1=CC=C(CCN2C3=C(C=4C=CC=C(C24)Cl)CN(CC3)C)C=C1 (5-(4-chlorophenethyl)-6-chloro-2,3,4,5-tetrahydro-2-methyl-1H-pyrido[4,3-b]indole). RXN SMILES: Br[CH2:2][CH2:3][C:4]1[CH:9]=[CH:8][C:7]([Cl:10])=[CH:6][CH:5]=1.Cl.[Cl:12][C:13]1[CH:18]=[CH:17][CH:16]=[CH:15][C:14]=1[NH:19]N.[CH3:21][N:22]1[CH2:27][CH2:26][C:25](=O)[CH2:24][CH2:23]1>C(N(CC)CC)C>[Cl:10][C:7]1[CH:8]=[CH:9][C:4]([CH2:3][CH2:2][N:19]2[C:14]3[C:13]([Cl:12])=[CH:18][CH:17]=[CH:16][C:15]=3[C:24]3[CH2:23][N:22]([CH3:21])[CH2:27][CH2:26][C:25]2=3)=[CH:5][CH:6]=1 |f:1.2|. Procedure details: The title compound is prepared by following Method 8 by using 1-(2-bromoethyl)-4-chlorobenzene, 2-chlorophenylhydrazine hydrochloride, triethylamine and N-methyl-4-piperidone